From a dataset of the Open Reaction Database (ORD), a public repository of structured organic reaction records. describe an organic reaction: reactants, conditions, products, and yield Starting materials: O=C1CCN(CC1)C(=O)OC(C)(C)C (1,1-dimethylethyl 4-oxo-1-piperidinecarboxylate), FC1=C(C=C(N)C=C1)OC (4-fluoro-3-methoxyaniline), FC1=CC=C(C=C1)NC1CCN(CC1)C(=O)OC(C)(C)C (1,1-Dimethylethyl 4-[(4-fluorophenyl)amino]-1-piperidinecarboxylate). The product is FC1=C(C=C(C=C1)NC1CCN(CC1)C(=O)OC(C)(C)C)OC (1,1-Dimethylethyl 4-{[4-fluoro-3-(methyloxy)phenyl]amino}-1-piperidinecarboxylate). Reaction SMILES: O=[C:2]1[CH2:7][CH2:6][N:5]([C:8]([O:10][C:11]([CH3:14])([CH3:13])[CH3:12])=[O:9])[CH2:4][CH2:3]1.[F:15][C:16]1[CH:22]=[CH:21][C:19]([NH2:20])=[CH:18][C:17]=1[O:23][CH3:24].FC1C=CC(NC2CCN(C(OC(C)(C)C)=O)CC2)=CC=1>>[F:15][C:16]1[CH:22]=[CH:21][C:19]([NH:20][CH:2]2[CH2:7][CH2:6][N:5]([C:8]([O:10][C:11]([CH3:14])([CH3:13])[CH3:12])=[O:9])[CH2:4][CH2:3]2)=[CH:18][C:17]=1[O:23][CH3:24]. Procedure: The title compound was prepared from 1,1-dimethylethyl 4-oxo-1-piperidinecarboxylate and 4-fluoro-3-methoxyaniline using a method similar to that described for D1. The reactants are CC(C)(C)C(=O)Cl, ClCCl, Nc1ccc([N+](=O)[O-])c(C(F)(F)F)c1. The product is CC(C)(C)C(=O)Nc1ccc([N+](=O)[O-])c(C(F)(F)F)c1. As a reaction SMILES: [CH3:15][C:16]([C:17](=[O:18])[Cl:19])([CH3:20])[CH3:21].[Cl:22][CH2:23][Cl:24].[N+:1](=[O:2])([O-:3])[c:4]1[c:5]([C:11]([F:12])([F:13])[F:14])[cH:6][c:7]([NH2:8])[cH:9][cH:10]1>>[N+:1](=[O:2])([O-:3])[c:4]1[c:5]([C:11]([F:12])([F:13])[F:14])[cH:6][c:7]([NH:8][C:17]([C:16]([CH3:15])([CH3:20])[CH3:21])=[O:18])[cH:9][cH:10]1. The reactants are C([O-])([O-])=O.[K+].[K+] (potassium carbonate), [I-].[K+] (potassium iodide), BrCC (bromoethane), OC=1C=C(C=CC1O)CC#N (2-(3,4-Dihydroxyphenyl)-acetonitrile), CN(C=O)C (N,N-dimethylformamide). Run in O (water). Conditions: temperature 80 celsius, time 20 minute. Product: C(C)OC=1C=C(C=CC1OCC)CC#N (2-(3,4-diethoxyphenyl)-acetonitrile), powder. Isolated yield 39.3%. RXN SMILES: Br[CH2:2][CH3:3].[OH:4][C:5]1[CH:6]=[C:7]([CH2:12][C:13]#[N:14])[CH:8]=[CH:9][C:10]=1O.[C:15](=[O:18])([O-])[O-].[K+].[K+].[I-].[K+].[CH3:23]N(C)C=O>O>[CH2:2]([O:4][C:5]1[CH:6]=[C:7]([CH2:12][C:13]#[N:14])[CH:8]=[CH:9][C:10]=1[O:18][CH2:15][CH3:23])[CH3:3] |f:2.3.4,5.6|. Procedure: 15.44 g (140 mmol) of bromoethane and 8.95 g (59 mmol) of 2-(3,4-Dihydroxyphenyl)-acetonitrile are dissolved in 120 mL of N,N-dimethylformamide. 19.39 g (140 mmol) of potassium carbonate and 0.97 g (6 mmol) of potassium iodide are added to the mixture and the resulting suspension is heated to 80° C. After 6 h the reaction mixture is cooled down to at least 30° C. Pour the suspension on 200 mL of icy water, stir for ca. 20 min and filter off. Digest the solid in 120 mL of water, neutralize with h... Starting materials: N (ammonia), C1(=CC=CS1)C(=O)C1=CC=C(C(C(=O)Cl)C)C=C1 (p-(2-thenoyl)hydratropoyl chloride). Solvent: CCOCC (ether). The product is C1(=CC=CS1)C(=O)C1=CC=C(C(C(=O)N)C)C=C1 (p-(2-thenoyl)hydratropamide). Reaction SMILES: [NH3:1].[C:2]1([C:7]([C:9]2[CH:19]=[CH:18][C:12]([CH:13]([CH3:17])[C:14](Cl)=[O:15])=[CH:11][CH:10]=2)=[O:8])[S:6][CH:5]=[CH:4][CH:3]=1>CCOCC>[C:2]1([C:7]([C:9]2[CH:19]=[CH:18][C:12]([CH:13]([CH3:17])[C:14]([NH2:1])=[O:15])=[CH:11][CH:10]=2)=[O:8])[S:6][CH:5]=[CH:4][CH:3]=1. Procedure: Gaseous ammonia is introduced through a solution of 5.8 parts of p-(2-thenoyl)hydratropoyl chloride in 80 parts of ether: the product is precipitated as an oil. The solvent is decanted and the oil is stirred twice in petroleumether. The solvent is decanted each time. The oily residue is dissolved in 2-propanol and the solvent is evaporated. The residue is dissolved in ether and upon the addition of petroleumether, the product is precipitated. It is filtered off and purified by column-chromatogra... Starting materials: C(C)O[C@@H](COCC1=CC=C(C=C1)[C@H]1C[C@@H](N(C[C@@H]1OCC=1C=CC2=C(N(CCO2)CCCOC)C1)S(=O)(=O)C1=CC=C(C=C1)C)CC(C(=O)O)(C)C)C (3-[(2R,4R,5R)-4-[4-((R)-2-ethoxy-propoxymethyl) -phenyl]-5-[4-(3-methoxy-propyl)-3,4-dihydro-2H-benzo[1,4]oxazin-6-ylmethoxy]-1-(toluene-4-sulfonyl)-piperidin-2-yl]-2,2-dimethyl-propionic acid), CN (methylamine). The product is C(C)O[C@@H](COCC1=CC=C(C=C1)[C@H]1C[C@@H](NC[C@@H]1OCC=1C=CC2=C(N(CCO2)CCCOC)C1)CC(C(=O)NC)(C)C)C (3-{(2R,4R,5R)-4-[4-((R)-2-Ethoxy-propoxymethyl)-phenyl]-5-[4-(3-methoxy-propyl) -3,4-dihydro-2H-benzo[1,4]oxazin-6-ylmethoxy]-piperidin-2-yl}-2,2,N-trimethyl -propionamide). As a reaction SMILES: [CH2:1]([O:3][C@H:4]([CH3:54])[CH2:5][O:6][CH2:7][C:8]1[CH:13]=[CH:12][C:11]([C@@H:14]2[C@@H:19]([O:20][CH2:21][C:22]3[CH:23]=[CH:24][C:25]4[O:30][CH2:29][CH2:28][N:27]([CH2:31][CH2:32][CH2:33][O:34][CH3:35])[C:26]=4[CH:36]=3)[CH2:18][N:17](S(C3C=CC(C)=CC=3)(=O)=O)[C@@H:16]([CH2:47][C:48]([CH3:53])([CH3:52])[C:49]([OH:51])=O)[CH2:15]2)=[CH:10][CH:9]=1)[CH3:2].[CH3:55][NH2:56]>>[CH2:1]([O:3][C@H:4]([CH3:54])[CH2:5][O:6][CH2:7][C:8]1[CH:9]=[CH:10][C:11]([C@@H:14]2[C@@H:19]([O:20][CH2:21][C:22]3[CH:23]=[CH:24][C:25]4[O:30][CH2:29][CH2:28][N:27]([CH2:31][CH2:32][CH2:33][O:34][CH3:35])[C:26]=4[CH:36]=3)[CH2:18][NH:17][C@@H:16]([CH2:47][C:48]([CH3:53])([CH3:52])[C:49]([NH:56][CH3:55])=[O:51])[CH2:15]2)=[CH:12][CH:13]=1)[CH3:2]. Reported procedure: According to general procedure D, 1.0 mmol of 3-[(2R,4R,5R)-4-[4-((R)-2-ethoxy-propoxymethyl) -phenyl]-5-[4-(3-methoxy-propyl)-3,4-dihydro-2H-benzo[1,4]oxazin-6-ylmethoxy]-1-(toluene-4-sulfonyl)-piperidin-2-yl]-2,2-dimethyl-propionic acid are reacted with methylamine (8M in EtOH) to afford the title compound which is identified based on its Rf value.